Dataset: the Open Reaction Database (ORD), a public repository of structured organic reaction records. Task: describe an organic reaction: reactants, conditions, products, and yield Starting materials: C(C1=CC=CC=C1)OC1=CC2=CC=C(C=C2C=C1)C(=O)O (2-benzyloxy-6-naphthoic acid), C(C(=O)Cl)(=O)Cl (oxalyl chloride). Solvent: C1(=CC=CC=C1)C (toluene). Yields the product C(C1=CC=CC=C1)OC1=CC2=CC=C(C=C2C=C1)C(=O)Cl (2-benzyloxy-6-naphthoyl chloride). As a reaction SMILES: [CH2:1]([O:8][C:9]1[CH:18]=[CH:17][C:16]2[C:11](=[CH:12][CH:13]=[C:14]([C:19]([OH:21])=O)[CH:15]=2)[CH:10]=1)[C:2]1[CH:7]=[CH:6][CH:5]=[CH:4][CH:3]=1.C(Cl)(=O)C([Cl:25])=O>C1(C)C=CC=CC=1>[CH2:1]([O:8][C:9]1[CH:18]=[CH:17][C:16]2[C:11](=[CH:12][CH:13]=[C:14]([C:19]([Cl:25])=[O:21])[CH:15]=2)[CH:10]=1)[C:2]1[CH:7]=[CH:6][CH:5]=[CH:4][CH:3]=1. Procedure details: Heated for refluxing were 2-benzyloxy-6-naphthoic acid of 27.8 g and oxalyl chloride of 15.2 g in toluene of 200 g for 3 hours, and then excess oxalyl chloride and toluene were distilled off under reduced pressure to obtain 2-benzyloxy-6-naphthoyl chloride. This acid chloride was dissolved in toluene of 120 g, and pyridine of 9.5 g and 2-propanol of 6.6 g were added thereto, followed by stirring the solution at 80° C. for 3 hours. Then, after filtering off deposited pyridine hydrochloride, an or... Starting materials: COC(CC1CCC(CC1)C1=CC=C(C=C1)C=1C=NC(=NC1)NC1=CC(=CC=C1)F)=O ((4-{4-[2-(3-fluorophenylamino)-pyrimidin-5-yl]-phenyl}-cyclohexyl)-acetic acid methyl ester), [Li+].[OH-] (LiOH). Solvent: CN(C)C=O (DMF). Reaction conditions: temperature 60 celsius. Yields the product FC=1C=C(C=CC1)NC1=NC=C(C=N1)C1=CC=C(C=C1)C1CCC(CC1)CC(=O)O ((4-{4-[2-(3-Fluorophenylamino)-pyrimidin-5-yl]-phenyl}-cyclohexyl)-acetic acid). Reaction SMILES: C[O:2][C:3](=[O:31])[CH2:4][CH:5]1[CH2:10][CH2:9][CH:8]([C:11]2[CH:16]=[CH:15][C:14]([C:17]3[CH:18]=[N:19][C:20]([NH:23][C:24]4[CH:29]=[CH:28][CH:27]=[C:26]([F:30])[CH:25]=4)=[N:21][CH:22]=3)=[CH:13][CH:12]=2)[CH2:7][CH2:6]1.[Li+].[OH-]>CN(C=O)C>[F:30][C:26]1[CH:25]=[C:24]([NH:23][C:20]2[N:19]=[CH:18][C:17]([C:14]3[CH:15]=[CH:16][C:11]([CH:8]4[CH2:7][CH2:6][CH:5]([CH2:4][C:3]([OH:31])=[O:2])[CH2:10][CH2:9]4)=[CH:12][CH:13]=3)=[CH:22][N:21]=2)[CH:29]=[CH:28][CH:27]=1 |f:1.2|. Procedure: To a solution of (4-{4-[2-(3-fluorophenylamino)-pyrimidin-5-yl]-phenyl}-cyclohexyl)-acetic acid methyl ester (crude from above) in DMF (2.5 mL) is added LiOH (10% solution, 1 mL) and the reaction mixture is heated at 60° C. for 1.5 h. The mixture is then subjected to HPLC purification to give the title compound: 1H NMR (400 MHz, DMSO-d6) δ 1.09-1.15 (m, 1 H) 1.50 (td, J=12.44, 9.98 Hz, 1 H) 1.63 (d, J=5.31 Hz, 6 H) 2.37 (d, J=7.58 Hz, 2 H) 6.76 (td, J=8.21, 2.27 Hz, 1H) 7.28-7.39 (m, 4 H) 7.52 (... Starting materials: [Al+3], [H-], [H-], [H-], [H-], [Li+], [Na+], C1CCOC1, O=C1Nc2ccccc2Cn2ccnc21, [OH-], O. Yields the product c1ccc2c(c1)Cn1ccnc1CN2. As a reaction SMILES: [Al+3:2].[H-:1].[H-:4].[H-:5].[H-:6].[Li+:3].[Na+:24].[O:25]1[CH2:26][CH2:27][CH2:28][CH2:29]1.[O:7]=[C:8]1[NH:9][c:10]2[c:11]([cH:18][cH:19][cH:20][cH:21]2)[CH2:12][n:13]2[c:14]1[n:15][cH:16][cH:17]2.[OH-:23].[OH2:22]>>[CH2:8]1[NH:9][c:10]2[c:11]([cH:18][cH:19][cH:20][cH:21]2)[CH2:12][n:13]2[c:14]1[n:15][cH:16][cH:17]2. Starting materials: ice water, C(C1=CC=CC=C1)N1C[C@H](OCC1)CO ((S)-4-benzyl-2-hydroxymethylmorpholine), C(C)(C)OC(C)C (diisopropyl ether), Cl.C(C)O (hydrogen chloride ethanol), C(C1=CC=CC=C1)(C1=CC=CC=C1)(C1=CC=CC=C1)Cl (trityl chloride). The reagents and catalysts are [C].[Pd] (palladium-carbon), [C].[Pd] (palladium-carbon). Run in C(Cl)Cl (methylene chloride), C(C)N(CC)CC (triethylamine), CO (methanol), C(C)O (ethanol), C(Cl)Cl (methylene chloride). Reaction conditions: time 10 minute. Product: C(C1=CC=CC=C1)(C1=CC=CC=C1)(C1=CC=CC=C1)N1C[C@H](OCC1)CO ((S)-4-trityl-2-hydroxymethylmorpholine). The yield is 44.6%. Reaction SMILES: C([N:8]1[CH2:13][CH2:12][O:11][C@H:10]([CH2:14][OH:15])[CH2:9]1)C1C=CC=CC=1.Cl.C(O)C.[C:20](Cl)([C:33]1[CH:38]=[CH:37][CH:36]=[CH:35][CH:34]=1)([C:27]1[CH:32]=[CH:31][CH:30]=[CH:29][CH:28]=1)[C:21]1[CH:26]=[CH:25][CH:24]=[CH:23][CH:22]=1.C(OC(C)C)(C)C>C(O)C.C(Cl)Cl.[C].[Pd].C(N(CC)CC)C.CO>[C:20]([N:8]1[CH2:13][CH2:12][O:11][C@H:10]([CH2:14][OH:15])[CH2:9]1)([C:33]1[CH:38]=[CH:37][CH:36]=[CH:35][CH:34]=1)([C:27]1[CH:32]=[CH:31][CH:30]=[CH:29][CH:28]=1)[C:21]1[CH:26]=[CH:25][CH:24]=[CH:23][CH:22]=1 |f:1.2,7.8|. Reported procedure: 3.5 g of (S)-4-benzyl-2-hydroxymethylmorpholine was dissolved in 5 ml of ethanol. To the solution was added 5 ml of a 5.9N dry hydrogen chloride-ethanol solution with ice cooling. The resulting mixture was stirred for 10 minutes at the same temperature. Thereto was added a mixture of 500 mg of 5% palladium-carbon and 10 ml of methanol. The resulting mixture was subjected to hydrogenation for 3 hours at 40° C. After the completion of the reaction, palladium-carbon was removed by filtration. The s... Starting materials: C1=C(C=CC2=CC(=CC=C12)C(=O)O)C(=O)O (2,6-naphthalenedicarboxylic acid), C1(CCCC1)N (cyclopentylamine), P(OC1=CC=CC=C1)(OC1=CC=CC=C1)OC1=CC=CC=C1 (triphenyl phosphite), N1=CC=CC=C1 (pyridine). Run in CN1C(CCC1)=O (N-methylpyrrolidone), C(C)(C)O.O (isopropyl alcohol water). Run at time 3 hour. Yields the product C1(CCCC1)NC(=O)C1=CC2=CC=C(C=C2C=C1)C(=O)NC1CCCC1 (N,N′-dicyclopentyl-2,6-naphthalenedicarboxamide). Isolated yield 85.9%. Reaction SMILES: [CH:1]1[C:10]2[C:5](=[CH:6][C:7]([C:11]([OH:13])=O)=[CH:8][CH:9]=2)[CH:4]=[CH:3][C:2]=1[C:14]([OH:16])=O.[CH:17]1([NH2:22])[CH2:21][CH2:20][CH2:19][CH2:18]1.P(OC1C=CC=CC=1)(OC1C=CC=CC=1)OC1C=CC=CC=1.[N:45]1[CH:50]=[CH:49][CH:48]=[CH:47][CH:46]=1>C(O)(C)C.O.CN1CCCC1=O>[CH:17]1([NH:22][C:11]([C:7]2[CH:8]=[CH:9][C:10]3[C:5](=[CH:4][CH:3]=[C:2]([C:14]([NH:45][CH:50]4[CH2:49][CH2:48][CH2:47][CH2:46]4)=[O:16])[CH:1]=3)[CH:6]=2)=[O:13])[CH2:21][CH2:20][CH2:19][CH2:18]1 |f:4.5|. Reported procedure: A 300 ml four-necked flask equipped with a stirrer, thermometer, condenser and gas inlet was charged with 6.48 g (0.03 mole) of 2,6-naphthalenedicarboxylic acid, 5.61 g (0.066 mole) of cyclopentylamine, 20.46 g (0.066 mol) of triphenyl phosphite, 25 g of pyridine and 100 g of N-methylpyrrolidone, and the reaction was carried out in a nitrogen gas atmosphere at 100° C. for 3 hours, with stirring. After cooling, the reaction mixture was poured in 700 ml of isopropyl alcohol/water (1:1) for repreci...